Dataset: the Open Reaction Database (ORD), a public repository of structured organic reaction records. Task: describe an organic reaction: reactants, conditions, products, and yield Procedure details: The title compound was synthesized from N-cyclobutyl-6-ethynylpyridazin-3-amine and 3-iodo-4-methyl-N-(3-(4-methyl-1H-imidazol-1-yl)-5-(trifluoromethyl)phenyl)benzamide (as prepared above) in a manner similar to that described for in Example 1. The product was obtained as a pale yellow solid. Mp: 223-225° C.; 1H NMR (300 MHz, DMSO-d6) δ: 10.72 (1H, s), 8.31 (1H, s), 8.17-8.22 (2H, m), 7.94-7.96 (1H, dd, J=1.5 and 8.1 Hz), 7.75 (1H, s), 7.47-7.61 (4H, m), 6.77-6.80 (1H, d, J=9.0 Hz), 4.42 (1H, m)... Starting materials: C1(CCC1)NC=1N=NC(=CC1)C#C (N-cyclobutyl-6-ethynylpyridazin-3-amine), IC=1C=C(C(=O)NC2=CC(=CC(=C2)C(F)(F)F)N2C=NC(=C2)C)C=CC1C (3-iodo-4-methyl-N-(3-(4-methyl-1H-imidazol-1-yl)-5-(trifluoromethyl)phenyl)benzamide). Reaction SMILES: [CH:1]1([NH:5][C:6]2[N:7]=[N:8][C:9]([C:12]#[CH:13])=[CH:10][CH:11]=2)[CH2:4][CH2:3][CH2:2]1.I[C:15]1[CH:16]=[C:17]([CH:37]=[CH:38][C:39]=1[CH3:40])[C:18]([NH:20][C:21]1[CH:26]=[C:25]([C:27]([F:30])([F:29])[F:28])[CH:24]=[C:23]([N:31]2[CH:35]=[C:34]([CH3:36])[N:33]=[CH:32]2)[CH:22]=1)=[O:19]>>[CH:1]1([NH:5][C:6]2[N:7]=[N:8][C:9]([C:12]#[C:13][C:15]3[CH:16]=[C:17]([CH:37]=[CH:38][C:39]=3[CH3:40])[C:18]([NH:20][C:21]3[CH:26]=[C:25]([C:27]([F:29])([F:28])[F:30])[CH:24]=[C:23]([N:31]4[CH:35]=[C:34]([CH3:36])[N:33]=[CH:32]4)[CH:22]=3)=[O:19])=[CH:10][CH:11]=2)[CH2:4][CH2:3][CH2:2]1. The product is C1(CCC1)NC1=CC=C(N=N1)C#CC=1C=C(C(=O)NC2=CC(=CC(=C2)C(F)(F)F)N2C=NC(=C2)C)C=CC1C (3-(2-(6-(Cyclobutylamino)pyridazin-3-yl)ethynyl)-4-methyl-N-(3-(4-methyl-1H-imidazol-1-yl)-5-(trifluoromethyl)phenyl)benzamide). Starting materials: CC(=O)[O-], CO, CC(=O)O, O=C1CN=C(c2ccccc2Cl)c2ccsc2N1, ClI, N, [Na+], [Na+], O, O=S([O-])O. The product is O=C1CN=C(c2ccccc2Cl)c2cc(I)sc2N1. RXN SMILES: [CH3:22][C:23](=[O:24])[O-:25].[CH3:33][OH:34].[CH3:35][C:36](=[O:37])[OH:38].[Cl:1][c:2]1[c:3]([C:8]2=[N:14][CH2:13][C:12](=[O:15])[NH:11][c:10]3[c:9]2[cH:18][cH:17][s:16]3)[cH:4][cH:5][cH:6][cH:7]1.[I:19][Cl:20].[NH3:31].[Na+:21].[Na+:30].[OH2:32].[S:26](=[O:27])([OH:28])[O-:29]>>[Cl:1][c:2]1[c:3]([C:8]2=[N:14][CH2:13][C:12](=[O:15])[NH:11][c:10]3[c:9]2[cH:18][c:17]([I:19])[s:16]3)[cH:4][cH:5][cH:6][cH:7]1. Reactants: COC(=O)Cc1c(C)n(Cc2ccc(S(C)(=O)=O)cc2C(F)(F)F)c2ccccc12, CO, [Na+], [OH-]. Yields the product Cc1c(CC(=O)O)c2ccccc2n1Cc1ccc(S(C)(=O)=O)cc1C(F)(F)F. Reaction SMILES: [CH3:1][O:2][C:3]([CH2:4][c:5]1[c:6]([CH3:29])[n:7]([CH2:14][c:15]2[c:16]([C:25]([F:26])([F:27])[F:28])[cH:17][c:18]([S:21](=[O:22])(=[O:23])[CH3:24])[cH:19][cH:20]2)[c:8]2[cH:9][cH:10][cH:11][cH:12][c:13]12)=[O:30].[CH3:33][OH:34].[Na+:32].[OH-:31]>>[O:2]=[C:3]([CH2:4][c:5]1[c:6]([CH3:29])[n:7]([CH2:14][c:15]2[c:16]([C:25]([F:26])([F:27])[F:28])[cH:17][c:18]([S:21](=[O:22])(=[O:23])[CH3:24])[cH:19][cH:20]2)[c:8]2[cH:9][cH:10][cH:11][cH:12][c:13]12)[OH:30]. The reactants are Br, ClC(Cl)(Cl)Cl, CCCc1cc(CO)cc(CCC)c1OC(C(=O)OCC)c1cccc(C)c1, BrP(Br)Br. The product is CCCc1cc(CBr)cc(CCC)c1OC(C(=O)OCC)c1cccc(C)c1. As a reaction SMILES: [BrH:33].[C:34]([Cl:35])([Cl:36])([Cl:37])[Cl:38].[CH2:1]([CH2:2][CH3:3])[c:4]1[c:5]([O:6][CH:7]([C:8](=[O:9])[O:10][CH2:11][CH3:12])[c:13]2[cH:14][c:15]([CH3:19])[cH:16][cH:17][cH:18]2)[c:20]([CH2:26][CH2:27][CH3:28])[cH:21][c:22]([CH2:24][OH:25])[cH:23]1.[P:29]([Br:30])([Br:31])[Br:32]>>[CH2:1]([CH2:2][CH3:3])[c:4]1[c:5]([O:6][CH:7]([C:8](=[O:9])[O:10][CH2:11][CH3:12])[c:13]2[cH:14][c:15]([CH3:19])[cH:16][cH:17][cH:18]2)[c:20]([CH2:26][CH2:27][CH3:28])[cH:21][c:22]([CH2:24][Br:30])[cH:23]1. Starting materials: COC1=CC=C(C=C1C1=CC=C(C=C1)OC)CNC(C)C1=CC=NC2=CC=CC=C12 ((6,4′-dimethoxy-biphenyl-3-ylmethyl)-(1-quinolin-4-yl-ethyl)-amine), N1=CC=CC2=CC=CC(=C12)C(C)N (1-quinolin-8-yl-ethylamine), COC1=CC=C(C=C1C1=CC=C(C=C1)OC)C=O (6,4′-Dimethoxy-biphenyl-3-carbaldehyde), C(#N)[BH3-].[Na+] (sodium cyanoborohydride). Product: COC1=CC=C(C=C1C1=CC=C(C=C1)OC)CNC(C)C=1C=CC=C2C=CC=NC12 ((6,4′-Dimethoxy-biphenyl-3-ylmethyl)-(1-quinolin-8-yl-ethyl)-amine). Yield: 72.0%. As a reaction SMILES: [CH3:1][O:2][C:3]1[C:8]([C:9]2[CH:14]=[CH:13][C:12]([O:15][CH3:16])=[CH:11][CH:10]=2)=[CH:7][C:6]([CH2:17][NH:18][CH:19](C2C3C(=CC=CC=3)N=CC=2)[CH3:20])=[CH:5][CH:4]=1.[N:31]1[C:40]2[C:35](=[CH:36][CH:37]=[CH:38][C:39]=2C(N)C)[CH:34]=[CH:33][CH:32]=1.COC1C(C2C=CC(OC)=CC=2)=CC(C=O)=CC=1.C([BH3-])#N.[Na+]>>[CH3:1][O:2][C:3]1[C:8]([C:9]2[CH:14]=[CH:13][C:12]([O:15][CH3:16])=[CH:11][CH:10]=2)=[CH:7][C:6]([CH2:17][NH:18][CH:19]([C:39]2[CH:38]=[CH:37][CH:36]=[C:35]3[C:40]=2[N:31]=[CH:32][CH:33]=[CH:34]3)[CH3:20])=[CH:5][CH:4]=1 |f:3.4|. Procedure: The title compound was prepared by the same procedure for (6,4′-dimethoxy-biphenyl-3-ylmethyl)-(1-quinolin-4-yl-ethyl)-amine from 1-quinolin-8-yl-ethylamine (510 mg, 3.0 mmol), 6,4′-Dimethoxy-biphenyl-3-carbaldehyde (242 mg, 1.0 mmol) and sodium cyanoborohydride (1.0 g, 16 mmol, Aldrich). The title compound was purified by column chromatography (silica gel, ethyl acetate) in form as white solid in 72% yield (287 mg, 0.72 mmol). Reactants: CCn1nc(-c2ccccc2)c(C(C)=O)c([N+](=O)[O-])c1=O, CCO, Nc1ncccn1. The product is CCn1nc(-c2ccccc2)c(C(C)=O)c(Nc2ncccn2)c1=O. As a reaction SMILES: [C:1]([CH3:2])(=[O:3])[c:4]1[c:5]([N+:19]([O-:20])=[O:21])[c:6](=[O:18])[n:7]([CH2:16][CH3:17])[n:8][c:9]1-[c:10]1[cH:11][cH:12][cH:13][cH:14][cH:15]1.[CH3:29][CH2:30][OH:31].[NH2:22][c:23]1[n:24][cH:25][cH:26][cH:27][n:28]1>>[C:1]([CH3:2])(=[O:3])[c:4]1[c:5]([NH:19][c:23]2[n:24][cH:25][cH:26][cH:27][n:28]2)[c:6](=[O:18])[n:7]([CH2:16][CH3:17])[n:8][c:9]1-[c:10]1[cH:11][cH:12][cH:13][cH:14][cH:15]1. Starting materials: C(=O)N1CCC2(C(N(C(O2)=O)C2=CC=CC=C2)=C)CC1 (8-formyl-4-methylene-2-oxo-3-phenyl-1-oxa-3,8-diazaspiro[4,5]decane), O.NN (hydrazine monohydrate), C(C)(=O)O (acetic acid). Solvent: C(C)O (ethanol). Yields the product C=C1N(C(OC12CCNCC2)=O)C2=CC=CC=C2 (4-methylene-2-oxo-3-phenyl-1-oxa-3,8-diazaspiro[4,5]decane). Isolated yield 41.0%. As a reaction SMILES: C([N:3]1[CH2:20][CH2:19][C:6]2([O:10][C:9](=[O:11])[N:8]([C:12]3[CH:17]=[CH:16][CH:15]=[CH:14][CH:13]=3)[C:7]2=[CH2:18])[CH2:5][CH2:4]1)=O.O.NN.C(O)(=O)C>C(O)C>[CH2:18]=[C:7]1[C:6]2([CH2:19][CH2:20][NH:3][CH2:4][CH2:5]2)[O:10][C:9](=[O:11])[N:8]1[C:12]1[CH:17]=[CH:16][CH:15]=[CH:14][CH:13]=1 |f:1.2|. Reported procedure: A solution containing 5.4 g of 8-formyl-4-methylene-2-oxo-3-phenyl-1-oxa-3,8-diazaspiro[4,5]decane, 3.0 g of hydrazine monohydrate and 3.6 g of acetic acid in 54 ml of aqueous ethanol of 60% by volume concentration is stirred under argon at a temperature of 62°-65° C. The reaction is followed by TLC. After termination of the reaction the mixture is evaporated under reduced pressure. After taking up the residue in chloroform and saturated aqueous sodium hydrogen carbonate solution, the chloroform...